This data is from the Open Reaction Database (ORD), a public repository of structured organic reaction records. The task is: describe an organic reaction: reactants, conditions, products, and yield Starting materials: CCOCC, CCO, Cc1ccccc1, CN(C)C=O, ClC(Cl)Cl, Cl, [OH-], COc1cc2c(cc1OC)-c1c(O)c(OC)cc3c1C(C2)CN(C)C3, C[N+](C)(C)c1ccccc1. Yields the product Cl, COc1cc2c(cc1OC)-c1c(OC)c(OC)cc3c1C(C2)CN(C)C3. RXN SMILES: [CH2:49]([O:50][CH2:51][CH3:52])[CH3:53].[CH2:54]([OH:55])[CH3:56].[CH3:26][c:27]1[cH:28][cH:29][cH:30][cH:31][cH:32]1.[CH3:57][N:58]([CH3:59])[CH:60]=[O:61].[CH:45]([Cl:46])([Cl:47])[Cl:48].[ClH:44].[OH-:33].[OH:1][c:2]1[c:3]([O:24][CH3:25])[cH:4][c:5]2[c:14]3[c:13]1-[c:12]1[c:11]([cH:18][c:17]([O:19][CH3:20])[c:16]([O:21][CH3:22])[cH:15]1)[CH2:10][CH:9]3[CH2:8][N:7]([CH3:23])[CH2:6]2.[c:34]1([N+:35]([CH3:36])([CH3:37])[CH3:38])[cH:39][cH:40][cH:41][cH:42][cH:43]1>>[ClH:44].[O:1]([c:2]1[c:3]([O:24][CH3:25])[cH:4][c:5]2[c:14]3[c:13]1-[c:12]1[c:11]([cH:18][c:17]([O:19][CH3:20])[c:16]([O:21][CH3:22])[cH:15]1)[CH2:10][CH:9]3[CH2:8][N:7]([CH3:23])[CH2:6]2)[CH3:26]. Starting materials: CC1=C2OC(C)(C)OC2CC(C)(C)C1(O)C[Si](C)(C)C, [KH], C1CCOC1, O. Product: C=C1C(C)=C2OC(C)(C)OC2CC1(C)C. Reaction SMILES: [CH3:2][C:3]1([CH3:21])[O:4][C:5]2=[C:11]([CH3:12])[C:10]([CH2:14][Si:13]([CH3:15])([CH3:16])[CH3:17])([OH:18])[C:9]([CH3:19])([CH3:20])[CH2:8][CH:6]2[O:7]1.[KH:1].[O:23]1[CH2:24][CH2:25][CH2:26][CH2:27]1.[OH2:22]>>[CH3:2][C:3]1([CH3:21])[O:4][C:5]2=[C:11]([CH3:12])[C:10](=[CH2:14])[C:9]([CH3:19])([CH3:20])[CH2:8][CH:6]2[O:7]1. The reactants are Br[Zn]C1=NC(=CC=C1)OC (bromo(6-methoxypyridin-2-yl)zinc), C(C)C1=C(NC(=C1I)C=O)C(=O)OC(C)(C)C (tert-butyl 3-ethyl-5-formyl-4-iodo-1H-pyrrole-2-carboxylate). Reagents/catalysts: CC(C)([P](C(C)(C)C)([Pd][P](C(C)(C)C)(C(C)(C)C)C(C)(C)C)C(C)(C)C)C (Pd(Pt-Bu3)2). The solvent is C1CCOC1 (THF), CN1CCCC1 (N-methylpyrrolidine). Reaction conditions: temperature 100 celsius. Yields the product C(C)C1=C(NC(=C1C1=NC(=CC=C1)OC)C=O)C(=O)OC(C)(C)C (tert-butyl 3-ethyl-5-formyl-4-(6-methoxypyridin-2-yl)-1H-pyrrole-2-carboxylate). RXN SMILES: Br[Zn][C:3]1[CH:8]=[CH:7][CH:6]=[C:5]([O:9][CH3:10])[N:4]=1.[CH2:11]([C:13]1[C:17](I)=[C:16]([CH:19]=[O:20])[NH:15][C:14]=1[C:21]([O:23][C:24]([CH3:27])([CH3:26])[CH3:25])=[O:22])[CH3:12]>C1COCC1.CN1CCCC1.CC(C)([P](C(C)(C)C)([Pd][P](C(C)(C)C)(C(C)(C)C)C(C)(C)C)C(C)(C)C)C>[CH2:11]([C:13]1[C:17]([C:3]2[CH:8]=[CH:7][CH:6]=[C:5]([O:9][CH3:10])[N:4]=2)=[C:16]([CH:19]=[O:20])[NH:15][C:14]=1[C:21]([O:23][C:24]([CH3:25])([CH3:27])[CH3:26])=[O:22])[CH3:12] |^1:41,47|. Procedure details: Tert-butyl 3-ethyl-5-formyl-4-iodo-1H-pyrrole-2-carboxylate was obtained following the procedures described in Example 1. To a solution of bromo(6-methoxypyridin-2-yl)zinc (0.076 g, 0.30 mmol) in THF (0.6 mL) and N-methylpyrrolidine (0.44 mL) under argon was added Pd(Pt-Bu3)2 (0.002 g, 0.0032 mmol) and tert-butyl 3-ethyl-5-formyl-4-iodo-1H-pyrrole-2-carboxylate (0.070 g, 0.20 mmol). The reaction was heated to 100° C. and refluxed for 20 h under argon. After cooling to ambient temperature, the re... The reactants are C(=O)N.NCCC1=CC=C(NC2CCN(CC2)C(=O)NCC2=CC(=CC(=C2)F)F)C=C1 (4-[4-(2-Aminoethyl)anilino]-N-(3,5-difluorobenzyl)-1-piperidinecarboxamide formamide), C(C)(C)(C)[Si](C1=CC=CC=C1)(C1=CC=CC=C1)OC1=CC=C(C=C1)OCC1OC1 (tert-butyl-(4-oxiranylmethoxy-phenoxy)-diphenyl-silane). The solvent is C(Cl)(Cl)Cl.CO (chloroform methanol). The product is FC=1C=C(CNC(=O)N2CCC(CC2)NC2=CC=C(C=C2)CCNC[C@@H](COC2=CC=C(C=C2)O)O)C=C(C1)F (4-(4-[2-[(2S)-2-Hydroxy-3-(4-hydroxy-phenoxy)-propylamino]-ethyl}-phenylamino)-piperidine-1-carboxylic acid 3,5-difluoro-benzylamide). The yield is 29.4%. RXN SMILES: C(N)=O.[NH2:4][CH2:5][CH2:6][C:7]1[CH:31]=[CH:30][C:10]([NH:11][CH:12]2[CH2:17][CH2:16][N:15]([C:18]([NH:20][CH2:21][C:22]3[CH:27]=[C:26]([F:28])[CH:25]=[C:24]([F:29])[CH:23]=3)=[O:19])[CH2:14][CH2:13]2)=[CH:9][CH:8]=1.C([Si]([O:49][C:50]1[CH:55]=[CH:54][C:53]([O:56][CH2:57][CH:58]2[CH2:60][O:59]2)=[CH:52][CH:51]=1)(C1C=CC=CC=1)C1C=CC=CC=1)(C)(C)C>C(Cl)(Cl)Cl.CO>[F:29][C:24]1[CH:23]=[C:22]([CH:27]=[C:26]([F:28])[CH:25]=1)[CH2:21][NH:20][C:18]([N:15]1[CH2:16][CH2:17][CH:12]([NH:11][C:10]2[CH:9]=[CH:8][C:7]([CH2:6][CH2:5][NH:4][CH2:60][C@H:58]([OH:59])[CH2:57][O:56][C:53]3[CH:54]=[CH:55][C:50]([OH:49])=[CH:51][CH:52]=3)=[CH:31][CH:30]=2)[CH2:13][CH2:14]1)=[O:19] |f:0.1,3.4|. Procedure details: 4-[4-(2-Aminoethyl)anilino]-N-(3,5-difluorobenzyl)-1-piperidinecarboxamide formamide (0.33 g, 0.76 mmol) was reacted with tert-butyl-(4-oxiranylmethoxy-phenoxy)-diphenyl-silane (0.276 g, 0.68 mmol) according to Procedure G (eluant: 20:1 chloroform-methanol) to give the title compound (0.165 g, 0.20 mmol). Starting materials: IC=1N(N=C2C1CCCCC2)C (3-iodo-2-methyl-2,4,5,6,7,8-hexahydrocycloheptapyrazole), C(C)(C)[Mg]Cl (isopropylmagnesium chloride), C(CCC)[Sn](Cl)(CCCC)CCCC (tributylchlorostannane), ice acetone, C(C)(C)[Mg]Cl (isopropylmagnesium chloride). The solvent is C1CCOC1 (THF). Run at temperature -10 celsius, time 30 minute. The product is CN1N=C(C2=C1CCCCC2)[Sn](CCCC)(CCCC)CCCC (1-methyl-3-tributylstannanyl-1,4,5,6,7,8-hexahydrocycloheptapyrazole). Yield: 27.9%. As a reaction SMILES: I[C:2]1[N:3](C)[N:4]=[C:5]2[CH2:11][CH2:10][CH2:9][CH2:8][CH2:7][C:6]=12.[CH:13]([Mg]Cl)(C)C.[CH2:18]([Sn:22]([CH2:28][CH2:29][CH2:30][CH3:31])([CH2:24][CH2:25][CH2:26][CH3:27])Cl)[CH2:19][CH2:20][CH3:21]>C1COCC1>[CH3:13][N:4]1[C:5]2[CH2:11][CH2:10][CH2:9][CH2:8][CH2:7][C:6]=2[C:2]([Sn:22]([CH2:28][CH2:29][CH2:30][CH3:31])([CH2:24][CH2:25][CH2:26][CH3:27])[CH2:18][CH2:19][CH2:20][CH3:21])=[N:3]1. Procedure: To a solution of 3-iodo-2-methyl-2,4,5,6,7,8-hexahydrocycloheptapyrazole (180 mg, 0.62 mmol) in THF (3 mL) at −10° C. (ice/acetone) was slowly added isopropylmagnesium chloride (2.0 M in THF, 0.37 mL, 0.74 mmol). The reaction mixture was stirred at −10° C. for 30 min then additional isopropylmagnesium chloride (2.0 M in THF, 0.10 mL, 0.20 mmol) was added. Stirring was continued at −10° C. for 20 min then tributylchlorostannane (0.20 mL, 0.74 mmol) was added dropwise. The reaction mixture was war...